From a dataset of the Open Reaction Database (ORD), a public repository of structured organic reaction records. describe an organic reaction: reactants, conditions, products, and yield Reactants: COC([C@H](N(CC1=CC=CC=C1)[P@](=O)(C1=CC=CC=C1)C)CC(C)C)=O (N-((R)-Methylphenylphosphinyl)-N-benzyl-D-leucine methyl ester), NO[K] (NH2OK), Cl (HCl). Run at time 16 hour. Yields the product ONC([C@@H](C)N(CC1=CC=CC=C1)[P@](=O)(C1=CC=CC=C1)C)=O (N-Hydroxy-2(R)-[[(R)-methylphenylphosphinyl]-benzylamino]-propionamide). Reaction SMILES: C[O:2][C:3](=O)[C@@H:4]([CH2:22]C(C)C)[N:5]([P@@:13]([CH3:21])([C:15]1[CH:20]=[CH:19][CH:18]=[CH:17][CH:16]=1)=[O:14])[CH2:6][C:7]1[CH:12]=[CH:11][CH:10]=[CH:9][CH:8]=1.[NH2:27][O:28][K].Cl>>[OH:28][NH:27][C:3](=[O:2])[C@H:4]([N:5]([P@@:13]([CH3:21])([C:15]1[CH:20]=[CH:19][CH:18]=[CH:17][CH:16]=1)=[O:14])[CH2:6][C:7]1[CH:12]=[CH:11][CH:10]=[CH:9][CH:8]=1)[CH3:22]. Reported procedure: N-((R)-Methylphenylphosphinyl)-N-benzyl-D-leucine methyl ester (181 mg, 0.55 mmol) is treated with a solution of NH2OK (2.2 mL, 1.76M in methanol) prepared as described in Fieser and Fieser, Vol. 1, p. 478). The reaction is stirred for 16 hours at which time TLC indicates completion. The reaction mixture is neutralized with 1M aqueous HCl and the volatiles are removed. The desired product is purified over flash silica eluting with THF. The resulting residue is crystallized by dissolving in ethyl... Reactants: OC(c1cccc(Br)n1)c1cccc(Br)n1, ClC(Cl)(Cl)Cl. The product is ClC(c1cccc(Br)n1)c1cccc(Br)n1. Reaction SMILES: [Br:1][c:2]1[cH:3][cH:4][cH:5][c:6]([CH:8]([OH:9])[c:10]2[n:11][c:12]([Br:16])[cH:13][cH:14][cH:15]2)[n:7]1.[Cl:17][C:18]([Cl:19])([Cl:20])[Cl:21]>>[Br:1][c:2]1[cH:3][cH:4][cH:5][c:6]([CH:8]([c:10]2[n:11][c:12]([Br:16])[cH:13][cH:14][cH:15]2)[Cl:17])[n:7]1. The reactants are CCN=C=NCCCN(C)C, CN(C)c1ccncc1, N=C1SCCN1Cc1ccc(Cl)nc1, ClCCl, Cl, O=C(O)Cc1ccccc1. The product is O=C(Cc1ccccc1)NC1SCCN1Cc1ccc(Cl)nc1. RXN SMILES: [CH2:16]([N:17]=[C:18]=[N:19][CH2:20][CH2:21][CH2:22][N:23]([CH3:24])[CH3:25])[CH3:26].[CH3:37][N:38]([CH3:39])[c:40]1[cH:41][cH:42][n:43][cH:44][cH:45]1.[Cl:1][c:2]1[n:3][cH:4][c:5]([CH2:8][N:9]2[C:10](=[NH:14])[S:11][CH2:12][CH2:13]2)[cH:6][cH:7]1.[Cl:46][CH2:47][Cl:48].[ClH:15].[OH:27][C:28](=[O:29])[CH2:30][c:31]1[cH:32][cH:33][cH:34][cH:35][cH:36]1>>[Cl:1][c:2]1[n:3][cH:4][c:5]([CH2:8][N:9]2[CH:10]([NH:14][C:28](=[O:27])[CH2:30][c:31]3[cH:32][cH:33][cH:34][cH:35][cH:36]3)[S:11][CH2:12][CH2:13]2)[cH:6][cH:7]1. The reactants are COC(=O)c1cc(Br)c(=O)n(C2CCCC2)c1, O=C([O-])[O-], C1CCNC1, [Cs+], [Cs+], O=C(C=Cc1ccccc1)C=Cc1ccccc1, O=C(C=Cc1ccccc1)C=Cc1ccccc1, O=C(C=Cc1ccccc1)C=Cc1ccccc1, [Pd], [Pd]. The product is COC(=O)c1cc(N2CCCC2)c(=O)n(C2CCCC2)c1. RXN SMILES: [Br:1][c:2]1[cH:3][c:4]([C:14](=[O:15])[O:16][CH3:17])[cH:5][n:6]([CH:9]2[CH2:10][CH2:11][CH2:12][CH2:13]2)[c:7]1=[O:8].[C:23](=[O:24])([O-:25])[O-:26].[CH2:18]1[CH2:19][CH2:20][NH:21][CH2:22]1.[Cs+:27].[Cs+:28].[O:31]=[C:32]([CH:33]=[CH:34][c:35]1[cH:36][cH:37][cH:38][cH:39][cH:40]1)[CH:41]=[CH:42][c:43]1[cH:44][cH:45][cH:46][cH:47][cH:48]1.[O:49]=[C:50]([CH:51]=[CH:52][c:53]1[cH:54][cH:55][cH:56][cH:57][cH:58]1)[CH:59]=[CH:60][c:61]1[cH:62][cH:63][cH:64][cH:65][cH:66]1.[O:67]=[C:68]([CH:69]=[CH:70][c:71]1[cH:72][cH:73][cH:74][cH:75][cH:76]1)[CH:77]=[CH:78][c:79]1[cH:80][cH:81][cH:82][cH:83][cH:84]1.[Pd:29].[Pd:30]>>[c:2]1([N:21]2[CH2:20][CH2:19][CH2:18][CH2:22]2)[cH:3][c:4]([C:14](=[O:15])[O:16][CH3:17])[cH:5][n:6]([CH:9]2[CH2:10][CH2:11][CH2:12][CH2:13]2)[c:7]1=[O:8]. RXN SMILES: [Br:1][c:2]1[cH:3][c:4]([O:8][CH3:9])[n:5][cH:6][cH:7]1.[C:40](=[O:41])([O-:42])[O-:43].[CH3:22][c:23]1[cH:24][n:25][c:26]2[c:27]([c:28]1[CH3:29])[cH:30][cH:31][c:32]1[c:33]2[CH:34]=[CH:35][CH:36]([CH3:37])[N:38]1[CH3:39].[CH3:46][c:47]1[cH:48][cH:49][cH:50][cH:51][cH:52]1.[Cs+:44].[Cs+:45].[Cu:53][I:54].[F:10][C:11]([c:12]1[cH:13][cH:14][c:15]([CH2:18][OH:19])[cH:16][n:17]1)([F:20])[F:21]>>[c:2]1([O:19][CH2:18][c:15]2[cH:14][cH:13][c:12]([C:11]([F:10])([F:20])[F:21])[n:17][cH:16]2)[cH:3][c:4]([O:8][CH3:9])[n:5][cH:6][cH:7]1. Starting materials: COc1cc(Br)ccn1, O=C([O-])[O-], Cc1cnc2c3c(ccc2c1C)N(C)C(C)C=C3, Cc1ccccc1, [Cs+], [Cs+], [Cu]I, OCc1ccc(C(F)(F)F)nc1. The product is COc1cc(OCc2ccc(C(F)(F)F)nc2)ccn1. The reactants are O=C(c1ncc[nH]1)c1ncc[nH]1, OCc1ccc2c(c1)OCO2, Cc1sc(C(=O)O)cc1[N+](=O)[O-]. The product is Cc1sc(C(=O)OCc2ccc3c(c2)OCO3)cc1[N+](=O)[O-]. RXN SMILES: [C:1]([c:2]1[nH:3][cH:4][cH:5][n:6]1)([c:7]1[nH:8][cH:9][cH:10][n:11]1)=[O:12].[CH2:25]([c:26]1[cH:27][c:28]2[c:32]([cH:33][cH:34]1)[O:31][CH2:30][O:29]2)[OH:35].[CH3:13][c:14]1[c:15]([N+:22](=[O:23])[O-:24])[cH:16][c:17]([C:19](=[O:20])[OH:21])[s:18]1>>[CH3:13][c:14]1[c:15]([N+:22](=[O:23])[O-:24])[cH:16][c:17]([C:19]([O:20][CH2:25][c:26]2[cH:27][c:28]3[c:32]([cH:33][cH:34]2)[O:31][CH2:30][O:29]3)=[O:21])[s:18]1.